This data is from the Open Reaction Database (ORD), a public repository of structured organic reaction records. The task is: describe an organic reaction: reactants, conditions, products, and yield Starting materials: OC=C1C(NC2=CC(=CC=C12)C(=O)C=1C=C(C=CC1)NC(=O)C=1SC=CC1)=O (Thiophene-2-carboxylic acid [3-(3-hydroxymethylene-2-oxo-2,3-dihydro-1H-indole-6-carbonyl)-phenyl]-amide), NC1=CC=C(C=C1)N1CCOCC1 (N-(4-aminophenyl)morpholine). Solvent: C1CCOC1 (THF). Reaction conditions: temperature 65 celsius, time 24 hour. Product: N1(CCOCC1)C1=CC=C(C=C1)NC=C1C(NC2=CC(=CC=C12)C(=O)C=1C=C(C=CC1)NC(=O)C=1SC=CC1)=O (Thiophene-2-carboxylic acid (3-{3-[(4-morpholin-4-yl-phenylamino)-methylene]-2-oxo-2,3-dihydro-1H-indole-6-carbonyl}-phenyl)-amide). Isolated yield 82.0%. As a reaction SMILES: O[CH:2]=[C:3]1[C:11]2[C:6](=[CH:7][C:8]([C:12]([C:14]3[CH:15]=[C:16]([NH:20][C:21]([C:23]4[S:24][CH:25]=[CH:26][CH:27]=4)=[O:22])[CH:17]=[CH:18][CH:19]=3)=[O:13])=[CH:9][CH:10]=2)[NH:5][C:4]1=[O:28].[NH2:29][C:30]1[CH:35]=[CH:34][C:33]([N:36]2[CH2:41][CH2:40][O:39][CH2:38][CH2:37]2)=[CH:32][CH:31]=1>C1COCC1>[N:36]1([C:33]2[CH:32]=[CH:31][C:30]([NH:29][CH:2]=[C:3]3[C:11]4[C:6](=[CH:7][C:8]([C:12]([C:14]5[CH:15]=[C:16]([NH:20][C:21]([C:23]6[S:24][CH:25]=[CH:26][CH:27]=6)=[O:22])[CH:17]=[CH:18][CH:19]=5)=[O:13])=[CH:9][CH:10]=4)[NH:5][C:4]3=[O:28])=[CH:35][CH:34]=2)[CH2:41][CH2:40][O:39][CH2:38][CH2:37]1. Procedure details: A small screw cap test tube was charged with Thiophene-2-carboxylic acid [3-(3-hydroxymethylene-2-oxo-2,3-dihydro-1H-indole-6-carbonyl)-phenyl]-amide (as prepared in Example 45, 100 mg, 0.256 mmol) and THF (2 mL). To the resulting solution was added N-(4-aminophenyl)morpholine (55 mg, 0.3086 mmol), and the mixture was stirred for 24 h at 65° C. Subsequently, the reaction mixture was cooled to room temperature and concentrated in vacuo. The solid residue was recrystallized with ˜5 mL of i-prOH af... Reaction SMILES: [C:1]([O:2][C:3](=[O:4])[N:8]1[CH:9]([CH3:25])[CH2:10][N:11]([c:15]2[n:16][cH:17][c:18]([C:21]([F:22])([F:23])[F:24])[cH:19][cH:20]2)[CH:12]([CH3:14])[CH2:13]1)([CH3:5])([CH3:6])[CH3:7].[CH3:27][OH:28].[ClH:26]>>[ClH:26].[NH:8]1[CH:9]([CH3:25])[CH2:10][N:11]([c:15]2[n:16][cH:17][c:18]([C:21]([F:22])([F:23])[F:24])[cH:19][cH:20]2)[CH:12]([CH3:14])[CH2:13]1. Starting materials: CC1CN(c2ccc(C(F)(F)F)cn2)C(C)CN1C(=O)OC(C)(C)C, CO, Cl. The product is Cl, CC1CN(c2ccc(C(F)(F)F)cn2)C(C)CN1.